This data is from the Open Reaction Database (ORD), a public repository of structured organic reaction records. The task is: describe an organic reaction: reactants, conditions, products, and yield The reactants are Br, O=C([O-])O, CC1=NN(c2ccc3c(c2)CC(C)(C)C3)C(=O)C1, Cl, O=N[O-], Nc1cccc(-c2cccc(C(=O)O)c2)c1O, [Na+], [Na+]. Yields the product CC1=NN(c2ccc3c(c2)CC(C)(C)C3)C(=O)C1=NNc1cccc(-c2cccc(C(=O)O)c2)c1O. Reaction SMILES: [BrH:1].[C:41](=[O:42])([OH:43])[O-:44].[CH3:23][C:24]1([CH3:40])[CH2:25][c:26]2[cH:27][cH:28][c:29]([N:33]3[N:34]=[C:35]([CH3:39])[CH2:36][C:37]3=[O:38])[cH:30][c:31]2[CH2:32]1.[ClH:46].[N:19]([O-:20])=[O:21].[NH2:2][c:3]1[c:4]([OH:18])[c:5](-[c:9]2[cH:10][c:11]([C:15](=[O:16])[OH:17])[cH:12][cH:13][cH:14]2)[cH:6][cH:7][cH:8]1.[Na+:22].[Na+:45]>>[NH:2]([c:3]1[c:4]([OH:18])[c:5](-[c:9]2[cH:10][c:11]([C:15](=[O:16])[OH:17])[cH:12][cH:13][cH:14]2)[cH:6][cH:7][cH:8]1)[N:19]=[C:36]1[C:35]([CH3:39])=[N:34][N:33]([c:29]2[cH:28][cH:27][c:26]3[c:31]([cH:30]2)[CH2:32][C:24]([CH3:23])([CH3:40])[CH2:25]3)[C:37]1=[O:38]. Reactants: N#Cc1c[nH]c2ccc(Br)cc12, O=C([O-])[O-], CCOC(=O)c1ccc(F)cc1, CN(C)C=O, [Cs+], [Cs+], O. The product is CCOC(=O)c1ccc(-n2cc(C#N)c3cc(Br)ccc32)cc1. As a reaction SMILES: [Br:1][c:2]1[cH:3][c:4]2[c:5]([C:11]#[N:12])[cH:6][nH:7][c:8]2[cH:9][cH:10]1.[C:13](=[O:14])([O-:15])[O-:16].[CH2:19]([CH3:20])[O:21][C:22]([c:23]1[cH:24][cH:25][c:26]([F:29])[cH:27][cH:28]1)=[O:30].[CH3:32][N:33]([CH3:34])[CH:35]=[O:36].[Cs+:17].[Cs+:18].[OH2:31]>>[Br:1][c:2]1[cH:3][c:4]2[c:5]([C:11]#[N:12])[cH:6][n:7](-[c:26]3[cH:25][cH:24][c:23]([C:22]([O:21][CH2:19][CH3:20])=[O:30])[cH:28][cH:27]3)[c:8]2[cH:9][cH:10]1.